Dataset: the Open Reaction Database (ORD), a public repository of structured organic reaction records. Task: describe an organic reaction: reactants, conditions, products, and yield Starting materials: CC1=C(N=C2C=3OCCN(C3C=CN12)C(=O)OC(C)(C)C)C(=O)OCC (10-tert-butyl 4-ethyl 5-methyl-13-oxa-3,6,10-triazatricyclo[7.4.0.0{2,6}]trideca-1(9),2,4,7-tetraene-4,10-dicarboxylate), [H-].[H-].[H-].[H-].[Li+].[Al+3] (LAH), O.O.O.O.O.O.O.O.O.O.S(=O)(=O)([O-])[O-].[Na+].[Na+] (sodium sulfate decahydrate). Solvent: C1CCOC1 (THF). Reaction conditions: time 3 hour. Product: OCC=1N=C2C=3OCCN(C3C=CN2C1C)C(=O)OC(C)(C)C (tert-butyl 4-(hydroxymethyl)-5-methyl-13-oxa-3,6,10-triazatricyclo[7.4.0.0{2,6}]trideca-1(9),2,4,7-tetraene-10-carboxylate). Yield: 94.4%. As a reaction SMILES: [CH3:1][C:2]1[N:14]2[C:5]([C:6]3[O:7][CH2:8][CH2:9][N:10]([C:15]([O:17][C:18]([CH3:21])([CH3:20])[CH3:19])=[O:16])[C:11]=3[CH:12]=[CH:13]2)=[N:4][C:3]=1[C:22](OCC)=[O:23].[H-].[H-].[H-].[H-].[Li+].[Al+3].O.O.O.O.O.O.O.O.O.O.S([O-])([O-])(=O)=O.[Na+].[Na+]>C1COCC1>[OH:23][CH2:22][C:3]1[N:4]=[C:5]2[N:14]([C:2]=1[CH3:1])[CH:13]=[CH:12][C:11]1[N:10]([C:15]([O:17][C:18]([CH3:21])([CH3:20])[CH3:19])=[O:16])[CH2:9][CH2:8][O:7][C:6]2=1 |f:1.2.3.4.5.6,7.8.9.10.11.12.13.14.15.16.17.18.19|. Procedure details: To a solution of 10-tert-butyl 4-ethyl 5-methyl-13-oxa-3,6,10-triazatricyclo[7.4.0.0{2,6}]trideca-1(9),2,4,7-tetraene-4,10-dicarboxylate (757 mg, 2.09 mmol) in 50 mL of THF was added LAH (2.364 g, 6.27 mmol) at 0° C. The mixture was stirred for 3 h at room temperature. To the mixture was added sodium sulfate decahydrate (257 mg) and the mixture was stirred for 15 min at room temperature. The solid was removed by filtration and the filtrate was concentrated. The residue was purified by reverse ph...